Dataset: the Open Reaction Database (ORD), a public repository of structured organic reaction records. Task: describe an organic reaction: reactants, conditions, products, and yield Starting materials: [In] (Indium), BrC(C(=O)OCC)C(=O)OCC (diethyl bromomalonate), C[Si](C)(C)Cl (TMSCl), C(C=C)C1C=CC(CC1)=O ((±)-4-(2-propenyl)-2-cyclohexen-1-one). Run in C1CCOC1 (THF). Conditions: time 30 minute. Product: C(C=C)C1C(CC(CC1)=O)C(C(=O)OCC)C(=O)OCC (Diethyl 2-(2-allyl-5-oxocyclohexyl)malonate). As a reaction SMILES: [In].Br[CH:3]([C:9]([O:11][CH2:12][CH3:13])=[O:10])[C:4]([O:6][CH2:7][CH3:8])=[O:5].C[Si](Cl)(C)C.[CH2:19]([CH:22]1[CH2:27][CH2:26][C:25](=[O:28])[CH:24]=[CH:23]1)[CH:20]=[CH2:21]>C1COCC1>[CH2:19]([CH:22]1[CH2:27][CH2:26][C:25](=[O:28])[CH2:24][CH:23]1[CH:3]([C:9]([O:11][CH2:12][CH3:13])=[O:10])[C:4]([O:6][CH2:7][CH3:8])=[O:5])[CH:20]=[CH2:21]. Procedure details: Indium (114.8 mg, 1.0 mmol), diethyl bromomalonate (359.0 mg, 1.5 mmol), and TMSCl (0.6 mL, 5.0 mmol) were added to (±)-4-(2-propenyl)-2-cyclohexen-1-one (0.120 mg, 1.0 mmol) in anhydrous THF (1 mL) at room temperature under nitrogen atmosphere. After 30 minutes of stirring the reaction was quenched with saturated NaHCO3. The aqueous layer was extracted with diethyl ether and the combined organics were washed with water and brine, dried over anhydrous Na2SO4, filtered and concentrated under redu... The reactants are NC=1C(N(C(N(C1N)C)=O)C)=O (5,6-diamino-1,3-dimethyluracil), COC1=C(C(=C(C=CC(=O)O)C=C1)C)C (4-methoxy-2,3dimethylcinnamic acid). Product: COC1=C(C(=C(/C=C/C2=NC=3N(C(N(C)C(C3N2)=O)=O)C)C=C1)C)C ((E)-8-(4-Methoxy-2,3-dimethylstyryl)theophylline). The yield is 21.6%. As a reaction SMILES: [NH2:1][C:2]1[C:3](=[O:12])[N:4]([CH3:11])[C:5](=[O:10])[N:6]([CH3:9])[C:7]=1[NH2:8].[CH3:13][O:14][C:15]1[CH:25]=[CH:24][C:18]([CH:19]=[CH:20][C:21](O)=O)=[C:17]([CH3:26])[C:16]=1[CH3:27]>>[CH3:13][O:14][C:15]1[CH:25]=[CH:24][C:18](/[CH:19]=[CH:20]/[C:21]2[NH:1][C:2]3[C:3](=[O:12])[N:4]([CH3:11])[C:5](=[O:10])[N:6]([CH3:9])[C:7]=3[N:8]=2)=[C:17]([CH3:26])[C:16]=1[CH3:27]. Procedure details: Substantially the same procedure as in Example 7 was repeated using 1.74 g (10.2 mmol) of 5,6-diamino-1,3-dimethyluracil and 2.42 g (11.8 mmol) of 4-methoxy-2,3dimethylcinnamic acid. Then, the resultant crude crystals were recrystallized from acetonitrile to give 750 mg (yield 22%) of Compound 84 as a white powder. Reactants: NC1=CN=C(N(C1=O)CC(=O)NC(C(C(F)(F)F)O[Si](C)(C)C(C)(C)C)C(C)C)C1=CC=CC=C1 (2-(5-amino-6-oxo-2-phenyl-1,6-dihydro-1-pyrimidinyl)-N-(2-tert-butyldimethylsilyloxy-3,3,3-trifluoro-1-isopropylpropyl)acetamide), ClC(Cl)(OC(OC(Cl)(Cl)Cl)=O)Cl (triphosgene), C([O-])(O)=O.[Na+] (sodium bicarbonate), N1=CC=C(C=C1)CO (4-pyridylcarbinol). Run in ClCCl (dichloromethane), C(C)N(CC)CC (triethylamine). Conditions: time 0.5 hour. Yields the product O=C1C(=CN=C(N1CC(=O)NC(C(C(F)(F)F)O[Si](C)(C)C(C)(C)C)C(C)C)C1=CC=CC=C1)NC(=O)OCC1=CC=NC=C1 (2-[6-oxo-2-phenyl-5-(4-pyridylmethoxycarbonylamino)-1,6-dihydro-1-pyrimidinyl]-N-(2-tert-butyldimethylsilyloxy-3,3,3-trifluoro-1-isopropylpropyl)acetamide). Reaction SMILES: [NH2:1][C:2]1[C:7](=[O:8])[N:6]([CH2:9][C:10]([NH:12][CH:13]([CH:27]([CH3:29])[CH3:28])[CH:14]([O:19][Si:20]([C:23]([CH3:26])([CH3:25])[CH3:24])([CH3:22])[CH3:21])[C:15]([F:18])([F:17])[F:16])=[O:11])[C:5]([C:30]2[CH:35]=[CH:34][CH:33]=[CH:32][CH:31]=2)=[N:4][CH:3]=1.Cl[C:37](Cl)([O:39][C:40](=[O:46])OC(Cl)(Cl)Cl)Cl.[N:48]1[CH:53]=[CH:52][C:51](CO)=[CH:50][CH:49]=1.C(=O)(O)[O-].[Na+]>ClCCl.C(N(CC)CC)C>[O:8]=[C:7]1[N:6]([CH2:9][C:10]([NH:12][CH:13]([CH:27]([CH3:29])[CH3:28])[CH:14]([O:19][Si:20]([C:23]([CH3:26])([CH3:24])[CH3:25])([CH3:21])[CH3:22])[C:15]([F:18])([F:17])[F:16])=[O:11])[C:5]([C:30]2[CH:31]=[CH:32][CH:33]=[CH:34][CH:35]=2)=[N:4][CH:3]=[C:2]1[NH:1][C:40]([O:39][CH2:37][C:51]1[CH:52]=[CH:53][N:48]=[CH:49][CH:50]=1)=[O:46] |f:3.4|. Procedure: To a solution of 2-(5-amino-6-oxo-2-phenyl-1,6-dihydro-1-pyrimidinyl)-N-(2-tert-butyldimethylsilyloxy-3,3,3-trifluoro-1-isopropylpropyl)acetamide (1.1 g) and triphosgene (0.93 g) in dichloromethane at 0° C. was added triethylamine (2.0 mL) and the resulting solution was allowed to stir for 0.5 h. To this solution was added 4-pyridylcarbinol and the resulting solution allowed to stir overnight. The solution was poured into saturated aqueous sodium bicarbonate solution and the product was extracte... Reactants: C([O-])([O-])=O.[Cs+].[Cs+] (Cesium carbonate), C(CC(O)(C(=O)O)CC(=O)O)(=O)O (Citric acid), OC1=C(C(=C(C=C1)CC(=O)O)C)C (2-(4-hydroxy-2,3-dimethylphenyl)acetic acid), FC1=C(C=C(N)C=C1)[N+](=O)[O-] (4-Fluoro-3-nitroaniline). Solvent: CS(=O)C (DMSO), O (water). Conditions: time 5 minute. Yields the product NC1=CC(=C(OC2=C(C(=C(C=C2)CC(=O)O)C)C)C=C1)[N+](=O)[O-] (2-(4-(4-Amino-2-nitrophenoxy)-2,3-dimethylphenyl)acetic acid). Reaction SMILES: [OH:1][C:2]1[CH:7]=[CH:6][C:5]([CH2:8][C:9]([OH:11])=[O:10])=[C:4]([CH3:12])[C:3]=1[CH3:13].C(=O)([O-])[O-].[Cs+].[Cs+].F[C:21]1[CH:27]=[CH:26][C:24]([NH2:25])=[CH:23][C:22]=1[N+:28]([O-:30])=[O:29].C(O)(=O)CC(CC(O)=O)(C(O)=O)O>CS(C)=O.O>[NH2:25][C:24]1[CH:26]=[CH:27][C:21]([O:1][C:2]2[CH:7]=[CH:6][C:5]([CH2:8][C:9]([OH:11])=[O:10])=[C:4]([CH3:12])[C:3]=2[CH3:13])=[C:22]([N+:28]([O-:30])=[O:29])[CH:23]=1 |f:1.2.3|. Procedure: Under an N2 atmosphere, 2-(4-hydroxy-2,3-dimethylphenyl)acetic acid (0.780 g, 4.33 mmol) was dissolved in DMSO (29 mL). Cesium carbonate (3.53 g, 10.8 mmol) was added and the reaction was allowed to stir at room temperature for 5 min. 4-Fluoro-3-nitroaniline (0.678 g, 4.33 mmol) was added and the reaction was heated to 80° C. for 2.25 h. The reaction was allowed to cool to room temperature and diluted with water. Citric acid was added to pH 4 and the reaction was extracted with ethyl acetate. Th... The reactants are CC(C)(C)OC(=O)CC1CCn2c1c(C1CCC1)c1cc(OCc3ccc(C4CCCC4)c(C(F)(F)F)c3)ccc12, O=C(O)C(F)(F)F, NC(CS)C(=O)O, O. Product: O=C(O)CC1CCn2c1c(C1CCC1)c1cc(OCc3ccc(C4CCCC4)c(C(F)(F)F)c3)ccc12. Reaction SMILES: [CH:1]1([c:6]2[c:7]([C:38]([F:39])([F:40])[F:41])[cH:8][c:9]([CH2:10][O:11][c:12]3[cH:13][c:14]4[c:15]([CH:32]5[CH2:33][CH2:34][CH2:35]5)[c:16]5[n:17]([c:18]4[cH:19][cH:20]3)[CH2:21][CH2:22][CH:23]5[CH2:24][C:25](=[O:26])[O:27][C:28]([CH3:29])([CH3:30])[CH3:31])[cH:36][cH:37]2)[CH2:2][CH2:3][CH2:4][CH2:5]1.[F:50][C:51]([F:52])([F:53])[C:54]([OH:55])=[O:56].[NH2:42][CH:43]([CH2:44][SH:45])[C:46]([OH:47])=[O:48].[OH2:49]>>[CH:1]1([c:6]2[c:7]([C:38]([F:39])([F:40])[F:41])[cH:8][c:9]([CH2:10][O:11][c:12]3[cH:13][c:14]4[c:15]([CH:32]5[CH2:33][CH2:34][CH2:35]5)[c:16]5[n:17]([c:18]4[cH:19][cH:20]3)[CH2:21][CH2:22][CH:23]5[CH2:24][C:25](=[O:26])[OH:27])[cH:36][cH:37]2)[CH2:2][CH2:3][CH2:4][CH2:5]1.